Dataset: the Open Reaction Database (ORD), a public repository of structured organic reaction records. Task: describe an organic reaction: reactants, conditions, products, and yield Reactants: glycide ester, monocarboxylic acids, C1(C=2C(C(=O)O1)=CC=CC2)=O (phthalic anhydride), ester alcohol, ester dicarboxylic acid, 120, glycide ester, monocarboxylic acids, C(CCCCC(=O)O)(=O)O (adipic acid). Yields the product ester diol, C(C=1C(C(=O)O)=CC=CC1)(=O)O (phthalic acid). Yield: 200.0%. Reaction SMILES: [C:1](O)(=O)[CH2:2][CH2:3][CH2:4][CH2:5][C:6]([OH:8])=[O:7].C1(=O)[O:16][C:14](=[O:15])[C:13]2=CC=CC=C12>>[C:6]([OH:8])(=[O:7])[C:5]1[C:13](=[CH:1][CH:2]=[CH:3][CH:4]=1)[C:14]([OH:16])=[O:15]. Procedure: At a temperature of from 150° to 160° C., 490 parts by weight of the glycide ester of branched monocarboxylic acids (2 moles) having an average carbon number of about 13* are added to 146 parts by weight of adipic acid (1 mole). Subsequently, at the same temperature, 296 parts by weight of phthalic anhydride (2 moles) are added to the formed dihydric ester alcohol. When the acid number of 120 is reached the ester chain length is extended by adding 490 parts by weight of the same glycide ester of... The solvent is CO (methanol). Procedure details: To a suspension/solution of ethyl 2-((3S,4R)-4-{[(3,4-dichloro-5-methyl-1H-pyrrol-2-yl)carbonyl]amino}-3-methoxypiperidin-1-yl)-4-[(methylamino)carbonyl]-1,3-thiazole-5-carboxylate (0.078 g, 0.15 mmol, Example 218) in methanol (2 mL) was added barium hydroxide (0.052 g, 0.30 mmol) and water (0.5 mL). After stirring several hours the reaction was complete. The reaction was acidified with 1N HCl and then concentrated to remove methanol. The residue was extracted with EtOAc (×3), dried with MgSO4 a... As a reaction SMILES: [Cl:1][C:2]1[C:6]([Cl:7])=[C:5]([CH3:8])[NH:4][C:3]=1[C:9]([NH:11][C@@H:12]1[CH2:17][CH2:16][N:15]([C:18]2[S:19][C:20]([C:27]([O:29]CC)=[O:28])=[C:21]([C:23]([NH:25][CH3:26])=[O:24])[N:22]=2)[CH2:14][C@@H:13]1[O:32][CH3:33])=[O:10].[OH-].[Ba+2].[OH-].O.Cl>CO>[Cl:1][C:2]1[C:6]([Cl:7])=[C:5]([CH3:8])[NH:4][C:3]=1[C:9]([NH:11][C@@H:12]1[CH2:17][CH2:16][N:15]([C:18]2[S:19][C:20]([C:27]([OH:29])=[O:28])=[C:21]([C:23]([NH:25][CH3:26])=[O:24])[N:22]=2)[CH2:14][C@@H:13]1[O:32][CH3:33])=[O:10] |f:1.2.3|. Starting materials: ClC1=C(NC(=C1Cl)C)C(=O)N[C@H]1[C@H](CN(CC1)C=1SC(=C(N1)C(=O)NC)C(=O)OCC)OC (ethyl 2-((3S,4R)-4-{[(3,4-dichloro-5-methyl-1H-pyrrol-2-yl)carbonyl]amino}-3-methoxypiperidin-1-yl)-4-[(methylamino)carbonyl]-1,3-thiazole-5-carboxylate), [OH-].[Ba+2].[OH-] (barium hydroxide), O (water), Cl (HCl). The product is ClC1=C(NC(=C1Cl)C)C(=O)N[C@H]1[C@H](CN(CC1)C=1SC(=C(N1)C(=O)NC)C(=O)O)OC (2-((3S,4R)-4-{[(3,4-dichloro-5-methyl-1H-pyrrol-2-yl)carbonyl]amino}-3-methoxypiperidin-1-yl)-4-[(methylamino)carbonyl]-1,3-thiazole-5-carboxylic acid). Reactants: ClC1=NC2=CC(=CC=C2C(=C1C#N)Cl)F (2,4-dichloro-7-fluoroquinoline-3-carbonitrile), C(CCC)[Sn](C1=NC=CC=C1)(CCCC)CCCC (2-(tributylstannyl)pyridine). The reagents and catalysts are C1=CC=C(C=C1)P(C2=CC=CC=C2)C3=CC=CC=C3.C1=CC=C(C=C1)P(C2=CC=CC=C2)C3=CC=CC=C3.C1=CC=C(C=C1)P(C2=CC=CC=C2)C3=CC=CC=C3.C1=CC=C(C=C1)P(C2=CC=CC=C2)C3=CC=CC=C3.[Pd] (tetrakis(triphenylphosphine)palladium(o)). The solvent is C1(=CC=CC=C1)C (toluene). Reaction conditions: temperature 100 celsius, time 18 hour. Yields the product ClC1=C(C(=NC2=CC(=CC=C12)F)C1=NC=CC=C1)C#N (4-chloro-7-fluoro-2-(pyridin-2-yl)quinoline-3-carbonitrile). Reaction SMILES: Cl[C:2]1[C:11]([C:12]#[N:13])=[C:10]([Cl:14])[C:9]2[C:4](=[CH:5][C:6]([F:15])=[CH:7][CH:8]=2)[N:3]=1.C([Sn](CCCC)(CCCC)[C:21]1[CH:26]=[CH:25][CH:24]=[CH:23][N:22]=1)CCC>C1C=CC(P(C2C=CC=CC=2)C2C=CC=CC=2)=CC=1.C1C=CC(P(C2C=CC=CC=2)C2C=CC=CC=2)=CC=1.C1C=CC(P(C2C=CC=CC=2)C2C=CC=CC=2)=CC=1.C1C=CC(P(C2C=CC=CC=2)C2C=CC=CC=2)=CC=1.[Pd].C1(C)C=CC=CC=1>[Cl:14][C:10]1[C:9]2[C:4](=[CH:5][C:6]([F:15])=[CH:7][CH:8]=2)[N:3]=[C:2]([C:21]2[CH:26]=[CH:25][CH:24]=[CH:23][N:22]=2)[C:11]=1[C:12]#[N:13] |f:2.3.4.5.6|. Reported procedure: Prepared according to procedure E using 2,4-dichloro-7-fluoroquinoline-3-carbonitrile (230 mg, 0.95 mmol) (described herein), 2-(tributylstannyl)pyridine (0.42 mL, 1.15 mmol), tetrakis(triphenylphosphine)palladium(o) (110 mg, 0.095 mmol), and toluene (4.1 mL). The reaction mixture was stirred at 100° C. for 18 h, and subsequent purification afforded 4-chloro-7-fluoro-2-(pyridin-2-yl)quinoline-3-carbonitrile as an off-white solid. Mass Spectrum (ESI) m/e=284 (M+1). Reactants: CCO, CCc1ccc(Cc2cc(C3OC(CO)C(O)C(O)C3O)c(COCC(Br)CBr)cc2Cl)cc1, [K+], [OH-]. The product is C#CCOCc1cc(Cl)c(Cc2ccc(CC)cc2)cc1C1OC(CO)C(O)C(O)C1O. As a reaction SMILES: [CH3:37][CH2:38][OH:39].[Cl:1][c:2]1[cH:3][c:4]([CH2:28][O:29][CH2:30][CH:31]([CH2:32][Br:34])[Br:33])[c:5]([CH:17]2[O:18][CH:19]([CH2:26][OH:27])[CH:20]([OH:25])[CH:21]([OH:24])[CH:22]2[OH:23])[cH:6][c:7]1[CH2:8][c:9]1[cH:10][cH:11][c:12]([CH2:15][CH3:16])[cH:13][cH:14]1.[K+:36].[OH-:35]>>[Cl:1][c:2]1[cH:3][c:4]([CH2:28][O:29][CH2:30][C:31]#[CH:32])[c:5]([CH:17]2[O:18][CH:19]([CH2:26][OH:27])[CH:20]([OH:25])[CH:21]([OH:24])[CH:22]2[OH:23])[cH:6][c:7]1[CH2:8][c:9]1[cH:10][cH:11][c:12]([CH2:15][CH3:16])[cH:13][cH:14]1. Reactants: COC1=CC=C(C(=O)C=2OC3=C(C2C)C(=C(C=C3)Cl)OCC=C)C=C1 (2-(p-methoxybenzoyl)-3-methyl-4-allyloxy-5-chlorobenzofuran), ClC1=C(C=CC=C1)Cl (ortho-dichlorobenzene). Product: COC1=CC=C(C(=O)C=2OC3=C(C2C)C(=C(C=C3CC=C)Cl)O)C=C1 (2-(p-methoxybenzoyl)-3-methyl-4-hydroxy-5-chloro-7-allylbenzofuran). Yield: 27.0%. Reaction SMILES: [CH3:1][O:2][C:3]1[CH:25]=[CH:24][C:6]([C:7]([C:9]2[O:10][C:11]3[CH:18]=[CH:17][C:16]([Cl:19])=[C:15]([O:20]CC=C)[C:12]=3[C:13]=2[CH3:14])=[O:8])=[CH:5][CH:4]=1.Cl[C:27]1[CH:32]=CC=C[C:28]=1Cl>>[CH3:1][O:2][C:3]1[CH:25]=[CH:24][C:6]([C:7]([C:9]2[O:10][C:11]3[C:18]([CH2:32][CH:27]=[CH2:28])=[CH:17][C:16]([Cl:19])=[C:15]([OH:20])[C:12]=3[C:13]=2[CH3:14])=[O:8])=[CH:5][CH:4]=1. Procedure details: A mixture of 2-(p-methoxybenzoyl)-3-methyl-4-allyloxy-5-chlorobenzofuran (400 mg; 1.12 mmoles) in ortho-dichlorobenzene (15 mL) was refluxed under nitrogen for 1.5 hours. The reaction mixture was cooled to room temperature and purified by chromatography on silica gel using 20% ethylacetate as eluent to yield 110 mg (27%) of 2-(p-methoxybenzoyl)-3-methyl-4-hydroxy-5-chloro-7-allylbenzofuran.